Dataset: the Open Reaction Database (ORD), a public repository of structured organic reaction records. Task: describe an organic reaction: reactants, conditions, products, and yield Starting materials: Cc1ccccc1, O=C=NC(=O)c1c(F)cccc1F, Nc1cccc(S(=O)(=O)C(F)(F)C(F)Cl)c1. Product: O=C(NC(=O)c1c(F)cccc1F)Nc1cccc(S(=O)(=O)C(F)(F)C(F)Cl)c1. RXN SMILES: [CH3:30][c:31]1[cH:32][cH:33][cH:34][cH:35][cH:36]1.[F:17][c:18]1[c:19]([C:20](=[O:21])[N:22]=[C:23]=[O:24])[c:25]([F:29])[cH:26][cH:27][cH:28]1.[F:1][C:2]([CH:3]([Cl:4])[F:5])([S:6](=[O:7])(=[O:8])[c:9]1[cH:10][c:11]([NH2:12])[cH:13][cH:14][cH:15]1)[F:16]>>[F:1][C:2]([CH:3]([Cl:4])[F:5])([S:6](=[O:7])(=[O:8])[c:9]1[cH:10][c:11]([NH:12][C:23]([NH:22][C:20]([c:19]2[c:18]([F:17])[cH:28][cH:27][cH:26][c:25]2[F:29])=[O:21])=[O:24])[cH:13][cH:14][cH:15]1)[F:16]. Yields the product CC(C)(C)OC(=O)N1CCC(N2CCSc3cc(Br)ccc32)C1. Reaction SMILES: [Br:23][N:24]1[C:25](=[O:26])[CH2:27][CH2:28][C:29]1=[O:30].[O:31]=[CH:32][N:33]([CH3:34])[CH3:35].[OH2:36].[S:1]1[c:2]2[c:3]([cH:19][cH:20][cH:21][cH:22]2)[N:4]([CH:7]2[CH2:8][N:9]([C:12](=[O:13])[O:14][C:15]([CH3:16])([CH3:17])[CH3:18])[CH2:10][CH2:11]2)[CH2:5][CH2:6]1>>[S:1]1[c:2]2[c:3]([cH:19][cH:20][c:21]([Br:23])[cH:22]2)[N:4]([CH:7]2[CH2:8][N:9]([C:12](=[O:13])[O:14][C:15]([CH3:16])([CH3:17])[CH3:18])[CH2:10][CH2:11]2)[CH2:5][CH2:6]1. The reactants are O=C1CCC(=O)N1Br, CN(C)C=O, O, CC(C)(C)OC(=O)N1CCC(N2CCSc3ccccc32)C1. Run in CO (methanol). Reaction SMILES: O1CCCC1.[Br-].[C:7]([C:9]1[CH:10]=[C:11]2[C:15](=[CH:16][CH:17]=1)[NH:14][C:13]([CH2:18][P+](C1C=CC=CC=1)(C1C=CC=CC=1)C1C=CC=CC=1)=[CH:12]2)#[N:8].[C:38]([O:42][C:43]([N:45]1[CH2:49][CH2:48][C@H:47]([O:50][C:51]2[CH:56]=[CH:55][C:54]([C:57](=O)[C:58]([O:60][CH3:61])=[O:59])=[CH:53][CH:52]=2)[CH2:46]1)=[O:44])([CH3:41])([CH3:40])[CH3:39].C1CCN2C(=NCCC2)CC1>CO>[C:38]([O:42][C:43]([N:45]1[CH2:49][CH2:48][C@H:47]([O:50][C:51]2[CH:52]=[CH:53][C:54]([CH:57]([CH2:18][C:13]3[NH:14][C:15]4[C:11]([CH:12]=3)=[CH:10][C:9]([C:7]#[N:8])=[CH:17][CH:16]=4)[C:58]([O:60][CH3:61])=[O:59])=[CH:55][CH:56]=2)[CH2:46]1)=[O:44])([CH3:41])([CH3:40])[CH3:39] |f:1.2|. The reactants are C1CCC2=NCCCN2CC1 (1,8-diazabicyclo[5.4.0]-7-undecene), [Br-].C(#N)C=1C=C2C=C(NC2=CC1)C[P+](C1=CC=CC=C1)(C1=CC=CC=C1)C1=CC=CC=C1 ((5-cyano-2-indolyl)methyltriphenylphosphonium bromide), C(C)(C)(C)OC(=O)N1C[C@H](CC1)OC1=CC=C(C=C1)C(C(=O)OC)=O (methyl 2-[4-[((3S)-1-tert-butoxycarbonyl-3-pyrrolidinyl)oxy]phenyl]-2-oxoacetate), O1CCCC1 (tetrahydrofuran). Procedure: In a solvent mixture of 50 ml of tetrahydrofuran and 50 ml of methanol were dissolved 5.0 g of (5-cyano-2-indolyl)methyltriphenylphosphonium bromide and 3.6 g of methyl 2-[4-[((3S)-1-tert-butoxycarbonyl-3-pyrrolidinyl)oxy]phenyl]-2-oxoacetate. With stirring at room temperature, 1.07 g of 1,8-diazabicyclo[5.4.0]-7-undecene was added to the thus prepared solution, and the mixture was stirred at the same temperature for 2 hours. After distilling off the solvent, the resulting residue was purified b... Yields the product C(C)(C)(C)OC(=O)N1C[C@H](CC1)OC1=CC=C(C=C1)C(C(=O)OC)CC=1NC2=CC=C(C=C2C1)C#N (methyl 2-[4-[((3S)-1-tert-butoxycarbonyl-3-pyrrolidinyl)oxy]phenyl]-3-(5-cyano-2-indolyl)propionate). Yield: 71.1%. The reactants are C1(CCCCC1)N=C=NC1CCCCC1 (DCC), C(C1=CC=CC=C1)OC(=O)N[C@@H](CC1=CN(C=N1)C(=O)OCC1=CC=CC=C1)C(=O)O (N,N'-dibenzyloxycarbonyl histidine), C1(=CC=CC=C1)N1CCNCC1 (4-phenylpiperazine), ON1N=NC2=C1C=CC=C2 (N-hydroxybenzotriazole). Run in O1CCCC1 (tetrahydrofuran). Reaction conditions: time 3 hour. The product is C(C1=CC=CC=C1)OC(=O)N[C@@H](CC1=CNC=N1)C(=O)N1CCN(CC1)C1=CC=CC=C1 (1-[N-(Benzyloxycarbonyl)Histidyl]-4-Phenylpiperazine). Yield: 90.6%. Reaction SMILES: [CH2:1]([O:8][C:9]([NH:11][C@H:12]([C:29]([OH:31])=O)[CH2:13][C:14]1[N:18]=[CH:17][N:16](C(OCC2C=CC=CC=2)=O)[CH:15]=1)=[O:10])[C:2]1[CH:7]=[CH:6][CH:5]=[CH:4][CH:3]=1.[C:32]1([N:38]2[CH2:43][CH2:42][NH:41][CH2:40][CH2:39]2)[CH:37]=[CH:36][CH:35]=[CH:34][CH:33]=1.ON1C2C=CC=CC=2N=N1.C1(N=C=NC2CCCCC2)CCCCC1>O1CCCC1>[CH2:1]([O:8][C:9]([NH:11][C@H:12]([C:29]([N:41]1[CH2:42][CH2:43][N:38]([C:32]2[CH:37]=[CH:36][CH:35]=[CH:34][CH:33]=2)[CH2:39][CH2:40]1)=[O:31])[CH2:13][C:14]1[N:18]=[CH:17][NH:16][CH:15]=1)=[O:10])[C:2]1[CH:3]=[CH:4][CH:5]=[CH:6][CH:7]=1. Reported procedure: 7.13 g of N,N'-dibenzyloxycarbonyl histidine, 3.00 g of 4-phenylpiperazine and 16.1 g of N-hydroxybenzotriazole were dissolved in 100 ml of tetrahydrofuran, and to the mixture was added 3.84 g of DCC (dicyclohexylcarbodiimide), and the whole was stirred at a room temperature for three hours. An insoluble matter was filtered off, the filtrate was concentrated under a reduced pressure, and to the concentrate was added 200 ml of ethyl acetate to reform crystals, which were then filtered off. The fi... The reactants are ClC1=C2CC(C(C2=CC=C1)=O)N1C(=NC=C1)C(=O)N (1-(4-chloro-1-oxo-2-indanyl)imidazole-2-carboxamide), Cl (hydrochloric acid). Run in CO (methanol). Yields the product ClC=1C=2CC3=C(NC(C=4N3C=CN4)=O)C2C=CC1 (9-chloro-5H, 10H-imidazo [1,2-a]indeno[1,2-e]pyrazin-4-one). Isolated yield 40.5%. Reaction SMILES: [Cl:1][C:2]1[CH:10]=[CH:9][CH:8]=[C:7]2[C:3]=1[CH2:4][CH:5]([N:12]1[CH:16]=[CH:15][N:14]=[C:13]1[C:17]([NH2:19])=[O:18])[C:6]2=O.Cl>CO>[Cl:1][C:2]1[C:3]2[CH2:4][C:5]3[N:12]4[CH:16]=[CH:15][N:14]=[C:13]4[C:17](=[O:18])[NH:19][C:6]=3[C:7]=2[CH:8]=[CH:9][CH:10]=1. Reported procedure: The procedure is carried out as in Example 1 but starting with 1.4 g of 1-(4-chloro-1-oxo-2-indanyl)imidazole-2-carboxamide, a total of 70 ml of methanol and 21 ml of a 12N aqueous hydrochloric acid solution. 0.53 g of 9-chloro-5H, 10H-imidazo [1,2-a]indeno[1,2-e]pyrazin-4-one is thus obtained which decomposes without melting above 300° C. [NMR spectrum: (200 MHz; DMSO-d6 ; δ in ppm): 4.06 (s, 2H: --CH2-- in position 10); 7.40 (dd, J=8 and 1 Hz 1H: --H8); 7.49 (t, J=8 Hz, 1H: --H7); 7.61 and 8.0... Reactants: ClC=1C=CC2=C(C=3N(CC(N2C)=O)C(=NN3)CCl)C1 (10-chloro-3-(chloromethyl)-7-methyl-5H-s-triazolo[4,3-d] [1,4]benzodiazepin-6(7H)-one), [OH-].[Na+] (sodium hydroxide), ClC=1C=CC2=C(C=3N(CC(N2C)=O)C(=NN3)CCl)C1 (10-Chloro-3-(chloromethyl)-7-methyl-5H-s-triazolo[4,3-d] [1,4]-benzodiazepin-6(7H)-one), CN1CCNCC1 (N-methylpiperazine). Solvent: COCCOC (1,2-dimethoxyethane). Product: ClC=1C=CC2=C(C=3N(CC(N2C)=O)C(=NN3)CN3CCN(CC3)C)C1 (10-Chloro-7-methyl-3-(4-methyl-1-piperazinylmethyl)-5H-s-triazolo[4,3-d] [1,4]benzodiazepin-6(7H)-one). Reaction SMILES: [Cl:1][C:2]1[CH:3]=[CH:4][C:5]2[N:11]([CH3:12])[C:10](=[O:13])[CH2:9][N:8]3[C:14]([CH2:17]Cl)=[N:15][N:16]=[C:7]3[C:6]=2[CH:19]=1.[CH3:20][N:21]1[CH2:26][CH2:25][NH:24][CH2:23][CH2:22]1.[OH-].[Na+]>COCCOC>[Cl:1][C:2]1[CH:3]=[CH:4][C:5]2[N:11]([CH3:12])[C:10](=[O:13])[CH2:9][N:8]3[C:14]([CH2:17][N:24]4[CH2:25][CH2:26][N:21]([CH3:20])[CH2:22][CH2:23]4)=[N:15][N:16]=[C:7]3[C:6]=2[CH:19]=1 |f:2.3|. Procedure details: 5 g. of 10-chloro-3-(chloromethyl)-7-methyl-5H-s-triazolo[4,3-d] [1,4]benzodiazepin-6(7H)-one from part (a) is suspended in 50 ml. of 1,2-dimethoxyethane. N-methylpiperazine (5.4 g.) is added to the suspension and the mixture is heated under reflux for 5 hours. The solvent is stripped off, 3N aqueous sodium hydroxide is added to the residue and the mixture is extracted with several portions of chloroform. The combined chloroform extracts are dried over sodium sulfate and the solvent is removed u... Reactants: COC1=CC(=NC(=C1)C1=CC=C(C=C1)N(C)C)C(=O)O (4-methoxy-6-(4-dimethylaminophenyl)-2-pyridinecarboxylic acid), C(=O)(N1C=NC=C1)N1C=NC=C1 (carbonyldiimidazole), ice water, NC1=NN=NN1 (5-aminotetrazole). The solvent is CN(C=O)C (dimethylformamide). Conditions: time 1 hour. Yields the product N1N=NN=C1NC(=O)C1=NC(=CC(=C1)OC)C1=CC=C(C=C1)N(C)C (N-(5-tetrazolyl)-4-methoxy-6-(4-dimethylaminophenyl)-2-pyridinecarboxamide). Isolated yield 65.7%. RXN SMILES: [CH3:1][O:2][C:3]1[CH:8]=[C:7]([C:9]2[CH:14]=[CH:13][C:12]([N:15]([CH3:17])[CH3:16])=[CH:11][CH:10]=2)[N:6]=[C:5]([C:18]([OH:20])=O)[CH:4]=1.C(N1C=CN=C1)(N1C=CN=C1)=O.[NH2:33][C:34]1[NH:38][N:37]=[N:36][N:35]=1>CN(C)C=O>[NH:35]1[C:34]([NH:33][C:18]([C:5]2[CH:4]=[C:3]([O:2][CH3:1])[CH:8]=[C:7]([C:9]3[CH:10]=[CH:11][C:12]([N:15]([CH3:16])[CH3:17])=[CH:13][CH:14]=3)[N:6]=2)=[O:20])=[N:38][N:37]=[N:36]1. Procedure: To a solution of 4-methoxy-6-(4-dimethylaminophenyl)-2-pyridinecarboxylic acid (0.44 g) in dimethylformamide (6 ml) is added carbonyldiimidazole (0.29 g), and the mixture is agitated at room temperature for one hour. To the mixture is added 5-aminotetrazole (0.15 g), and the mixture is heated at 70° C. for one hour. After cooling, the reaction mixture is poured into ice-water. The resulting precipitates are collected by filtration and washed with water and ethanol to give N-(5-tetrazolyl)-4-meth...